From a dataset of the Open Reaction Database (ORD), a public repository of structured organic reaction records. describe an organic reaction: reactants, conditions, products, and yield RXN SMILES: [BH4-:1].[CH3:34][CH2:35][O:36][CH2:37][CH3:38].[Cl-:39].[Cl-:41].[ClH:32].[F:3][c:4]1[cH:5][c:6]([C:10]([CH:11]([C:12](=[O:13])[O:14][CH2:15][CH3:16])[CH2:17][c:18]2[cH:19][c:20]([O:24][C:25]([CH:26]([F:27])[F:28])([F:29])[F:30])[cH:21][cH:22][cH:23]2)=[O:31])[cH:7][cH:8][cH:9]1.[Na+:2].[OH2:33].[Zn+2:40]>>[F:3][c:4]1[cH:5][c:6]([CH:10]([CH:11]([C:12](=[O:13])[O:14][CH2:15][CH3:16])[CH2:17][c:18]2[cH:19][c:20]([O:24][C:25]([CH:26]([F:27])[F:28])([F:29])[F:30])[cH:21][cH:22][cH:23]2)[OH:31])[cH:7][cH:8][cH:9]1. Product: CCOC(=O)C(Cc1cccc(OC(F)(F)C(F)F)c1)C(O)c1cccc(F)c1. Starting materials: [BH4-], CCOCC, [Cl-], [Cl-], Cl, CCOC(=O)C(Cc1cccc(OC(F)(F)C(F)F)c1)C(=O)c1cccc(F)c1, [Na+], O, [Zn+2].